This data is from the Open Reaction Database (ORD), a public repository of structured organic reaction records. The task is: describe an organic reaction: reactants, conditions, products, and yield Starting materials: CCNC(=O)Nc1ccc(-c2nc3c(c(N4CCOCC4C)n2)CNCC3)cc1, CN(C)C=O, CCN(C(C)C)C(C)C, O=S(=O)(Cl)C1CC1, Cl. The product is CCNC(=O)Nc1ccc(-c2nc3c(c(N4CCOCC4C)n2)CN(S(=O)(=O)C2CC2)CC3)cc1. As a reaction SMILES: [CH2:2]([CH3:3])[NH:4][C:5](=[O:6])[NH:7][c:8]1[cH:9][cH:10][c:11](-[c:14]2[n:15][c:16]([N:24]3[CH:25]([CH3:30])[CH2:26][O:27][CH2:28][CH2:29]3)[c:17]3[c:18]([n:19]2)[CH2:20][CH2:21][NH:22][CH2:23]3)[cH:12][cH:13]1.[CH3:31][N:32]([CH3:33])[CH:34]=[O:35].[CH:36]([N:37]([CH2:38][CH3:39])[CH:40]([CH3:41])[CH3:42])([CH3:43])[CH3:44].[CH:45]1([S:48](=[O:49])(=[O:50])[Cl:51])[CH2:46][CH2:47]1.[ClH:1]>>[CH2:2]([CH3:3])[NH:4][C:5](=[O:6])[NH:7][c:8]1[cH:9][cH:10][c:11](-[c:14]2[n:15][c:16]([N:24]3[CH:25]([CH3:30])[CH2:26][O:27][CH2:28][CH2:29]3)[c:17]3[c:18]([n:19]2)[CH2:20][CH2:21][N:22]([S:48]([CH:45]2[CH2:46][CH2:47]2)(=[O:49])=[O:50])[CH2:23]3)[cH:12][cH:13]1. Starting materials: C(C)C(C(=O)C=1OC2=C(C1C)C=C(C=C2)F)CC (2-Ethyl-1-(5-fluoro-3-methyl-1-benzofuran-2-yl)butan-1-one), O (Water), [BH4-].[Na+] (sodium tetrahydroborate). Solvent: CO (methanol), O1CCCC1 (tetrahydrofuran). Run at temperature 0 celsius, time 1.5 hour. Product: C(C)C(C(O)C=1OC2=C(C1C)C=C(C=C2)F)CC (2-ethyl-1-(5-fluoro-3-methyl-1-benzofuran-2-yl)butan-1-ol). Isolated yield 106.9%. RXN SMILES: [CH2:1]([CH:3]([CH2:17][CH3:18])[C:4]([C:6]1[O:7][C:8]2[CH:15]=[CH:14][C:13]([F:16])=[CH:12][C:9]=2[C:10]=1[CH3:11])=[O:5])[CH3:2].[BH4-].[Na+].O>CO.O1CCCC1>[CH2:17]([CH:3]([CH2:1][CH3:2])[CH:4]([C:6]1[O:7][C:8]2[CH:15]=[CH:14][C:13]([F:16])=[CH:12][C:9]=2[C:10]=1[CH3:11])[OH:5])[CH3:18] |f:1.2|. Procedure details: 2-Ethyl-1-(5-fluoro-3-methyl-1-benzofuran-2-yl)butan-1-one (15.0 g) synthesized above was dissolved in a mixed solvent of methanol (50 mL)-tetrahydrofuran (250 mL), and sodium tetrahydroborate (90%, 5.1 g) was added at 0° C. The reaction mixture was stirred at 0° C. for 1.5 hr. Water was added to the reaction mixture, and the mixture was extracted with ethyl acetate. The organic layer was washed with saturated brine, and dried over anhydrous magnesium sulfate. After filtration, the filtrate was ... Reactants: OC=1SC(=C(N1)C1=CC=C(C=C1)F)CCCl (2-hydroxy-5-(2-chloroethyl)-4-(4-fluorophenyl)thiazole), Cl.FC=1C=C(C=C2CCNCC2)C=CC1 (4-(3-fluorobenzylidene)piperidine hydrochloride), C(C)(C)N(C(C)C)CC (N,N-diisopropylethylamine). Run in CO (methanol). The product is OC=1SC(=C(N1)C1=CC=C(C=C1)F)CCN1CCC(CC1)=CC1=CC(=CC=C1)F (2-hydroxy-4-(4-fluorophenyl)-5-[2-[4-(3-fluorobenzylidene)piperidin-1-yl]ethyl]thiazole). Yield: 21.4%. As a reaction SMILES: [OH:1][C:2]1[S:3][C:4]([CH2:14][CH2:15]Cl)=[C:5]([C:7]2[CH:12]=[CH:11][C:10]([F:13])=[CH:9][CH:8]=2)[N:6]=1.Cl.[F:18][C:19]1[CH:20]=[C:21]([CH:29]=[CH:30][CH:31]=1)[CH:22]=[C:23]1[CH2:28][CH2:27][NH:26][CH2:25][CH2:24]1.C(N(CC)C(C)C)(C)C>CO>[OH:1][C:2]1[S:3][C:4]([CH2:14][CH2:15][N:26]2[CH2:27][CH2:28][C:23](=[CH:22][C:21]3[CH:29]=[CH:30][CH:31]=[C:19]([F:18])[CH:20]=3)[CH2:24][CH2:25]2)=[C:5]([C:7]2[CH:12]=[CH:11][C:10]([F:13])=[CH:9][CH:8]=2)[N:6]=1 |f:1.2|. Procedure: In 2 ml of methanol were stirred 773 mg of 2-hydroxy-5-(2-chloroethyl)-4-(4-fluorophenyl)thiazole, 683 mg of 4-(3-fluorobenzylidene)piperidine hydrochloride and 1.04 ml of N,N-diisopropylethylamine at 80° C. for 3 days. The reaction solution was concentrated under reduced pressure, and the residue was separated with ethyl acetate and a saturated aqueous sodium bicarbonate solution. The organic layer was washed with a saturated aqueous sodium chloride solution and dried over anhydrous sodium sulf... Reactants: C (charcoal), C(#N)C1=C(C(=O)OC)C=CC(=C1)C(F)(F)F (Methyl 2-cyano-4-trifluoromethyl-benzoate), [OH-].[Na+] (sodium hydroxide), O (water). Solvent: CO (methanol). Product: FC(C=1C=C(C(C(=O)O)=CC1)C(=O)O)(F)F (4-trifluoromethyl-phthalic acid). As a reaction SMILES: [C:1]([C:3]1[CH:12]=[C:11]([C:13]([F:16])([F:15])[F:14])[CH:10]=[CH:9][C:4]=1[C:5]([O:7]C)=[O:6])#N.[OH-:17].[Na+].[OH2:19].C>CO>[F:14][C:13]([F:16])([F:15])[C:11]1[CH:12]=[C:3]([C:1]([OH:19])=[O:17])[C:4](=[CH:9][CH:10]=1)[C:5]([OH:7])=[O:6] |f:1.2|. Reported procedure: Methyl 2-cyano-4-trifluoromethyl-benzoate (102.3 g.), sodium hydroxide pellets (108 g.), water (900 cc.) and methanol (1,900 cc.) are heated to the reflux temperature for 12 hours. The solution is decolorised by means of animal charcoal (0.6 g.). After filtration, hydrochloric acid (d = 1.19) (100 cc.) is added. The mixture is extracted with ethyl ether (2.25 liters). The organic layer is dried over anhydrous magnesium sulphate (40 g.). After filtering, and concentrating the filtrate, 4-trifluor... Reactants: [Si](C1=CC=CC=C1)(C1=CC=CC=C1)(C(C)(C)C)OCC1=CC=C(C(=C1N1C[C@H](O[C@H](C1)C)C)Cl)F ((2R,6S)-[6-({[tert-butyl(diphenyl)silyl]oxy}methyl)-2-chloro-3-fluorophenyl]-2,6-dimethylmorpholine), [Si](C1=CC=CC=C1)(C1=CC=CC=C1)(C(C)(C)C)OCC1=CC=C(C(=C1N1C[C@H](O[C@H](C1)C)C)Cl)F ((2R,6S)-[6-({[tert-butyl(diphenyl)silyl]oxy}methyl)-2-chloro-3-fluorophenyl]-2,6-dimethylmorpholine), CON(C(=O)C1=NC=NC=C1)C (N-methoxy-N-methylpyrimidine-4-carboxamide). Yields the product [Si](C1=CC=CC=C1)(C1=CC=CC=C1)(C(C)(C)C)OCC=1C(=C(C(=C(C1)C=1C(=NC=NC1)C=O)F)Cl)N1C[C@H](O[C@H](C1)C)C (5-({[tert-butyl(diphenyl)silyl]oxy}methyl-3-chloro-4-[(2R,6S)-2,6-dimethylmorpholin-4-yl]-2-fluorophenyl}(pyrimidin-4-yl)methanone). Reaction SMILES: [Si:1]([O:18][CH2:19][C:20]1[C:25]([N:26]2[CH2:31][C@H:30]([CH3:32])[O:29][C@H:28]([CH3:33])[CH2:27]2)=[C:24]([Cl:34])[C:23]([F:35])=[CH:22][CH:21]=1)([C:14]([CH3:17])([CH3:16])[CH3:15])([C:8]1[CH:13]=[CH:12][CH:11]=[CH:10][CH:9]=1)[C:2]1[CH:7]=[CH:6][CH:5]=[CH:4][CH:3]=1.CON(C)[C:39]([C:41]1[CH:46]=[CH:45][N:44]=[CH:43][N:42]=1)=[O:40]>>[Si:1]([O:18][CH2:19][C:20]1[C:25]([N:26]2[CH2:31][C@H:30]([CH3:32])[O:29][C@H:28]([CH3:33])[CH2:27]2)=[C:24]([Cl:34])[C:23]([F:35])=[C:22]([C:46]2[C:41]([CH:39]=[O:40])=[N:42][CH:43]=[N:44][CH:45]=2)[CH:21]=1)([C:14]([CH3:16])([CH3:17])[CH3:15])([C:2]1[CH:7]=[CH:6][CH:5]=[CH:4][CH:3]=1)[C:8]1[CH:13]=[CH:12][CH:11]=[CH:10][CH:9]=1. Procedure: Starting materials: (2R,6S)-4-[6-({[tert-butyl(diphenyl)silyl]oxy}methyl)-2-chloro-3-fluorophenyl]-2,6-dimethylmorpholine (Intermediate 42) and N-methoxy-N-methylpyrimidine-4-carboxamide Starting materials: COC1=C(C2=C(C(CO2)=O)C=C1)C#CC1CCN(CC1)C(=O)OC(C)(C)C (tert-butyl 4-[(6-methoxy-3-oxo-2,3-dihydrobenzofuran-7-yl)-ethynyl]piperidine-1-carboxylate). Reagents/catalysts: [Pd] (palladium/carbon). Solvent: C(C)(=O)OCC.C(C)O (ethyl acetate ethanol). Run at time 8 hour. The product is COC1=C(C2=C(C(CO2)=O)C=C1)\C=C/C1CCN(CC1)C(=O)OC(C)(C)C (tert-butyl (Z)-4-[2-(6-methoxy-3-oxo-2,3-dihydrobenzofuran-7-yl)vinyl]piperidine-1-carboxylate). Yield: 38.6%. RXN SMILES: [CH3:1][O:2][C:3]1[CH:12]=[CH:11][C:6]2[C:7](=[O:10])[CH2:8][O:9][C:5]=2[C:4]=1[C:13]#[C:14][CH:15]1[CH2:20][CH2:19][N:18]([C:21]([O:23][C:24]([CH3:27])([CH3:26])[CH3:25])=[O:22])[CH2:17][CH2:16]1>C(OCC)(=O)C.C(O)C.[Pd]>[CH3:1][O:2][C:3]1[CH:12]=[CH:11][C:6]2[C:7](=[O:10])[CH2:8][O:9][C:5]=2[C:4]=1/[CH:13]=[CH:14]\[CH:15]1[CH2:20][CH2:19][N:18]([C:21]([O:23][C:24]([CH3:27])([CH3:26])[CH3:25])=[O:22])[CH2:17][CH2:16]1 |f:1.2|. Procedure: A solution of tert-butyl 4-[(6-methoxy-3-oxo-2,3-dihydrobenzofuran-7-yl)-ethynyl]piperidine-1-carboxylate (0.157 g, 0.423 mmol) synthesized in Example B55, Step 1 in ethyl acetate/ethanol (1:1, 3 mL) was added with 5% palladium/carbon (wetted with 50% water, 0.0500 g), and the mixture was stirred overnight at room temperature under a hydrogen atmosphere. The reaction mixture was filtered through Celite, the filtrate was concentrated, and the resulting residue was purified by silica gel column ch...